Task: describe an organic reaction: reactants, conditions, products, and yield. Dataset: the Open Reaction Database (ORD), a public repository of structured organic reaction records The reactants are C(C1=CC=CC=C1)OC=1C(C2=CC=CC(=C2C(C1OCC1=CC=CC=C1)=O)C#N)=O (2,3-dibenzyloxy-5-cyano-1,4-naphthoquinone), B(Cl)(Cl)Cl (boron trichloride). Product: OC=1C(C2=CC=CC(=C2C(C1O)=O)C#N)=O (2,3-dihydroxy-5-cyano-1,4-naphthoquinone). As a reaction SMILES: C([O:8][C:9]1[C:10](=[O:30])[C:11]2[C:16]([C:17](=[O:27])[C:18]=1[O:19]CC1C=CC=CC=1)=[C:15]([C:28]#[N:29])[CH:14]=[CH:13][CH:12]=2)C1C=CC=CC=1.B(Cl)(Cl)Cl>>[OH:8][C:9]1[C:10](=[O:30])[C:11]2[C:16]([C:17](=[O:27])[C:18]=1[OH:19])=[C:15]([C:28]#[N:29])[CH:14]=[CH:13][CH:12]=2. Procedure: Treatment of 2,3-dibenzyloxy-5-cyano-1,4-naphthoquinone with boron trichloride as in Preparation 15 above gives 2,3-dihydroxy-5-cyano-1,4-naphthoquinone, mp 305°-312°.